This data is from the Open Reaction Database (ORD), a public repository of structured organic reaction records. The task is: describe an organic reaction: reactants, conditions, products, and yield Starting materials: Cl (HCl), [BH-](OC(=O)C)(OC(=O)C)OC(=O)C.[Na+] (NaB(OAc)3H), N1CCCC1 (pyrrolidine), COC1=C(C=O)C=C(C(=C1)O)Cl (2-methoxy-5-chloro-4-hydroxybenzaldehyde). Solvent: C(Cl)Cl (CH2Cl2). Product: COC1=C(C(=CC(=C1)CN1CCCC1)Cl)O (2-Methoxy-6-chloro-4-(pyrrolidin-1-ylmethyl)phenol). Yield: 24.3%. Reaction SMILES: [BH-](OC(C)=O)(OC(C)=O)[O:2][C:3](C)=O.[Na+].[NH:15]1[CH2:19][CH2:18][CH2:17][CH2:16]1.CO[C:22]1[CH:29]=[C:28]([OH:30])[C:27]([Cl:31])=[CH:26][C:23]=1[CH:24]=O.Cl>C(Cl)Cl>[CH3:3][O:2][C:29]1[CH:22]=[C:23]([CH2:24][N:15]2[CH2:19][CH2:18][CH2:17][CH2:16]2)[CH:26]=[C:27]([Cl:31])[C:28]=1[OH:30] |f:0.1|. Procedure: NaB(OAc)3H (12.5 g, 0.098 mol) was added in portions for 15 min to a mixture of pyrrolidine (5.41 mL, 0.087 mol) and 2-methoxy-5-chloro-4-hydroxybenzaldehyde (12.5 g, 0.089 mol) in CH2Cl2 (100 mL) under vigorous stirring and cooling with an ice bath in an atmosphere of argon Ar. The mixture was stirred for 20 h and cooled with an ice bath. Concentrated HCl (18 mL) was added. The organic layer was separated and discarded. The aqueous one was alkalized with 10 N NaOH to pH 9 (30 mL) and extracted ... Starting materials: ClC1=CC(=CC=C1)C(=O)OO (m-chloroperbenzoic acid), C(C#C)(=O)N.NC1=C(C(=NN1C1=C(C=C(C=C1Cl)C(F)(F)F)Cl)C(=O)O)SC(F)(F)F (5-amino-1-(2,6-dichloro-4-trifluoromethylphenyl)-4-trifluoromethylthio-I H-pyrazole-3-carboxylic acid propargylamide), S(=O)([O-])[O-].[Na+].[Na+].C(O)([O-])=O.[Na+] (sodium sulfite sodium hydrogen carbonate). Run in ClCCl (dichloromethane), ClCCl (dichloromethane). Run at temperature 20 celsius, time 17 hour. Yields the product C(C#C)(=O)N.NC1=C(C(=NN1C1=C(C=C(C=C1Cl)C(F)(F)F)Cl)C(=O)O)S(=O)C(F)(F)F (5-Amino-1-(2,6-dichloro-4-trifluoromethylphenyl)-4-trifluoromethylsulfinyl-1H-pyrazole-3-carboxylic acid propargylamide). Isolated yield 80.4%. Reaction SMILES: [C:1]([NH2:5])(=[O:4])[C:2]#[CH:3].[NH2:6][C:7]1[N:11]([C:12]2[C:17]([Cl:18])=[CH:16][C:15]([C:19]([F:22])([F:21])[F:20])=[CH:14][C:13]=2[Cl:23])[N:10]=[C:9]([C:24]([OH:26])=[O:25])[C:8]=1[S:27][C:28]([F:31])([F:30])[F:29].ClC1C=CC=C(C(OO)=[O:40])C=1.S([O-])([O-])=O.[Na+].[Na+].C(=O)([O-])O.[Na+]>ClCCl>[C:1]([NH2:5])(=[O:4])[C:2]#[CH:3].[NH2:6][C:7]1[N:11]([C:12]2[C:13]([Cl:23])=[CH:14][C:15]([C:19]([F:20])([F:21])[F:22])=[CH:16][C:17]=2[Cl:18])[N:10]=[C:9]([C:24]([OH:26])=[O:25])[C:8]=1[S:27]([C:28]([F:31])([F:30])[F:29])=[O:40] |f:0.1,3.4.5.6.7,9.10|. Procedure details: To a suspension of 5-amino-1-(2,6-dichloro-4-trifluoromethylphenyl)-4-trifluoromethylthio-I H-pyrazole-3-carboxylic acid propargylamide (0.71 g, 1.43 mmol) in dichloromethane was slowly added a solution of m-chloroperbenzoic acid (70%, 0.41 g, 1.68 mmol) in dichloromethane. After stirring for 17 hours at 20° C., an aqueous solution of sodium sulfite/sodium hydrogen carbonate (5%:5%, 25 ml) was added and stirring continued for 15 minutes. The aqueous phase was extracted with dichloromethane, drie... Reactants: C1=NC=CC2=CC=CC=C12 (Isoquinoline), C(#N)C1=CC2=CC(=CC=C2C(=C1)C1=COC=C1)O (2-cyano-4-(3-furyl)-7-hydroxy naphthalene), C1(=CC=CC=C1)P(C1=CC=CC=C1)C1=CC=CC=C1 (triphenylphosphine), di-t-butylazodicarboxylate, C1CCOC1 (THF). Conditions: time 4 hour. Product: C(#N)C1=CC2=CC(=CC=C2C(=C1)C1=COC=C1)OCC1=NC(=CC=C1)C1=CC=CC=C1 (2-Cyano-4-(3-furyl)-7-(6-phenyl-2-picolyloxy)naphthalene). RXN SMILES: [CH:1]1[C:10]2[C:5](=[CH:6][CH:7]=[CH:8][CH:9]=2)[CH:4]=[CH:3][N:2]=1.[C:11]([C:13]1[CH:22]=[C:21]([C:23]2[CH:27]=[CH:26][O:25][CH:24]=2)[C:20]2[C:15](=[CH:16][C:17]([OH:28])=[CH:18][CH:19]=2)[CH:14]=1)#[N:12].[C:29]1(P(C2C=CC=CC=2)C2C=CC=CC=2)C=CC=C[CH:30]=1.[CH2:48]1COCC1>>[C:11]([C:13]1[CH:22]=[C:21]([C:23]2[CH:27]=[CH:26][O:25][CH:24]=2)[C:20]2[C:15](=[CH:16][C:17]([O:28][CH2:48][C:3]3[CH:4]=[CH:30][CH:29]=[C:1]([C:10]4[CH:9]=[CH:8][CH:7]=[CH:6][CH:5]=4)[N:2]=3)=[CH:18][CH:19]=2)[CH:14]=1)#[N:12]. Reported procedure: A mixture of Pyridine 1 (80 mg), 2-cyano-4-(3-furyl)-7-hydroxy naphthalene (WO 94/00444, 111 mg), triphenylphosphine (146 mg) and di-t-butylazodicarboxylate (128 mg) in THF (7 mL) was stirred at r.t. for 4 h. The mixture was concentrated and the residue chromatographed (silica gel; hexane/EtOAc (5:1)) to provide the title compound as a solid, m.p. 131°-133° C.